This data is from the Open Reaction Database (ORD), a public repository of structured organic reaction records. The task is: describe an organic reaction: reactants, conditions, products, and yield The reactants are O1COC2=C1C=CC(=C2)C2=C(C=NO2)CCC(=O)O (3-[5-(1,3-benzodioxol-5-yl)-4-isoxazolyl]propionic acid), S(O)(O)(=O)=O (sulfuric acid), CO (methanol). Yields the product O1COC2=C1C=CC(=C2)C2=C(C=NO2)CCC(=O)OC (methyl 3-[5-(1,3-benzodioxol-5-yl)-4-isoxazolyl]propionate). Isolated yield 97.0%. As a reaction SMILES: [O:1]1[C:5]2[CH:6]=[CH:7][C:8]([C:10]3[O:14][N:13]=[CH:12][C:11]=3[CH2:15][CH2:16][C:17]([OH:19])=[O:18])=[CH:9][C:4]=2[O:3][CH2:2]1.S(=O)(=O)(O)O.[CH3:25]O>>[O:1]1[C:5]2[CH:6]=[CH:7][C:8]([C:10]3[O:14][N:13]=[CH:12][C:11]=3[CH2:15][CH2:16][C:17]([O:19][CH3:25])=[O:18])=[CH:9][C:4]=2[O:3][CH2:2]1. Procedure details: A mixture of 3-[5-(1,3-benzodioxol-5-yl)-4-isoxazolyl]propionic acid (4.19 g), conc. sulfuric acid (0.1 ml) and methanol (100 ml) was refluxed for 4 hr. The reaction mixture was concentrated, water was added to the residue and the mixture was extracted with ethyl acetate. The ethyl acetate layer was washed with saturated brine, dried (MgSO4) and concentrated. The residue was subjected to silica gel column chromatography, and methyl 3-[5-(1,3-benzodioxol-5-yl)-4-isoxazolyl]propionate (4.26 g, yie... Reactants: CS(C)=O, F, O=N[O-], Nc1cc(Cl)cnc1Cl, [Na+]. Yields the product Fc1cc(Cl)cnc1Cl. RXN SMILES: [CH3:15][S:16](=[O:17])[CH3:18].[FH:1].[N:11]([O-:12])=[O:13].[NH2:2][c:3]1[c:4]([Cl:10])[n:5][cH:6][c:7]([Cl:9])[cH:8]1.[Na+:14]>>[F:1][c:3]1[c:4]([Cl:10])[n:5][cH:6][c:7]([Cl:9])[cH:8]1. Starting materials: OS(=O)(=O)[O-].[K+] (KHSO4), CON(C(C1=C(C=CC=C1)O[Si](C)(C)C)=O)C (N-methoxy-N-methyl-trimethylsilanyloxybenzamide), Grignard reagent, [Mg] (magnesium), BrCCC=C(C)C (1-bromo-4-methyl-3-pentene). Conditions: time 8 hour. The product is OC1=CC=C(C=C1)C(CCC=C(C)C)=O (1-(4-hydroxy-phenyl)-5-methyl-hex-4-en-1-one). RXN SMILES: CON(C)[C:4](=[O:16])[C:5]1[CH:10]=[CH:9][CH:8]=[CH:7][C:6]=1O[Si](C)(C)C.[Mg].Br[CH2:20][CH2:21][CH:22]=[C:23]([CH3:25])[CH3:24].[OH:26]S([O-])(=O)=O.[K+]>>[OH:26][C:8]1[CH:7]=[CH:6][C:5]([C:4](=[O:16])[CH2:20][CH2:21][CH:22]=[C:23]([CH3:25])[CH3:24])=[CH:10][CH:9]=1 |f:3.4|. Procedure: A solution of 6.3 g of N-methoxy-N-methyl-trimethylsilanyloxybenzamide is added dropwise at 0° C. to a Grignard reagent prepared from 1 g of magnesium and 5.7 g of 1-bromo-4-methyl-3-pentene. The reaction mixture is left to stand at room temperature overnight while stirring. The mixture is treated with 10% aqueous KHSO4 solution and then extracted with ethyl acetate. The organic phase is washed neutral with 10% aqueous NaCl solution, then dried and concentrated. The silyl group is cleaved in 10%... The reactants are C1(=CC=CC=C1)P(C1=CC=CC=C1)(C1=CC=CC=C1)=CC(=O)OCC (Ethyl (triphenylphosphoranylidene)acetate), C(C)(C)(C)OC(NC(CC=1N=CN(C1)C(C1=CC=CC=C1)(C1=CC=CC=C1)C1=CC=CC=C1)C=O)=O ([1-formyl-2-(1-trityl-1H-imidazol-4-yl)-ethyl]-carbamic acid tert-butyl ester), C1CCOC1 (THF). The product is C(C)OC(C=CC(CC=1N=CN(C1)C(C1=CC=CC=C1)(C1=CC=CC=C1)C1=CC=CC=C1)NC(=O)OC(C)(C)C)=O (4-tert-Butoxycarbonylamino-5-(1-trityl-1H-imidazol-4-yl)-pent-2-enoic acid ethyl ester). The yield is 67.0%. As a reaction SMILES: C1(P(=[CH:20][C:21]([O:23][CH2:24][CH3:25])=[O:22])(C2C=CC=CC=2)C2C=CC=CC=2)C=CC=CC=1.[C:26]([O:30][C:31](=[O:61])[NH:32][CH:33](C=O)[CH2:34][C:35]1[N:36]=[CH:37][N:38]([C:40]([C:53]2[CH:58]=[CH:57][CH:56]=[CH:55][CH:54]=2)([C:47]2[CH:52]=[CH:51][CH:50]=[CH:49][CH:48]=2)[C:41]2[CH:46]=[CH:45][CH:44]=[CH:43][CH:42]=2)[CH:39]=1)([CH3:29])([CH3:28])[CH3:27].[CH2:62]1COCC1>>[CH2:24]([O:23][C:21](=[O:22])[CH:20]=[CH:62][CH:33]([NH:32][C:31]([O:30][C:26]([CH3:28])([CH3:27])[CH3:29])=[O:61])[CH2:34][C:35]1[N:36]=[CH:37][N:38]([C:40]([C:47]2[CH:48]=[CH:49][CH:50]=[CH:51][CH:52]=2)([C:53]2[CH:58]=[CH:57][CH:56]=[CH:55][CH:54]=2)[C:41]2[CH:46]=[CH:45][CH:44]=[CH:43][CH:42]=2)[CH:39]=1)[CH3:25]. Reported procedure: Ethyl (triphenylphosphoranylidene)acetate (1.52 g, 4.37 mmol) and [1-formyl-2-(1-trityl-1H-imidazol-4-yl)-ethyl]-carbamic acid tert-butyl ester (2.1 g, 4.38 mmol) in THF (35 mL) were stirred overnight under argon. The solvent was removed, Et2O added and the solution filtered. The filtrate was concentrated and the residue subject to column chromatography (silica gel, 25% EA/PE, Rf 0.65 50% EA/PE) to afford the title compound (1.6 g, 67%). ESMS 552 (M+H+) Mpt . 1H NMR (300 MHz, CDCl3) δ 1.28 (3H, ... The reactants are C#CCN1C(=O)c2ccccc2C1=O, ClCCl, O=C(c1ccccc1)c1cc(Cl)ccc1I, [I-], Cl[Pd]Cl, c1ccc(P(c2ccccc2)c2ccccc2)cc1. Product: O=C(c1ccccc1)c1cc(Cl)ccc1C#CCN1C(=O)c2ccccc2C1=O. RXN SMILES: [CH2:37]([C:38]#[CH:39])[N:40]1[C:41](=[O:50])[c:42]2[c:43]([cH:46][cH:47][cH:48][cH:49]2)[C:44]1=[O:45].[CH2:54]([Cl:55])[Cl:56].[Cl:21][c:22]1[cH:23][cH:24][c:25]([I:36])[c:26]([C:27](=[O:28])[c:29]2[cH:30][cH:31][cH:32][cH:33][cH:34]2)[cH:35]1.[I-:20].[Pd:51]([Cl:52])[Cl:53].[c:1]1([P:2]([c:3]2[cH:4][cH:5][cH:6][cH:7][cH:8]2)[c:9]2[cH:10][cH:11][cH:12][cH:13][cH:14]2)[cH:15][cH:16][cH:17][cH:18][cH:19]1>>[Cl:21][c:22]1[cH:23][cH:24][c:25]([C:39]#[C:38][CH2:37][N:40]2[C:41](=[O:50])[c:42]3[c:43]([cH:46][cH:47][cH:48][cH:49]3)[C:44]2=[O:45])[c:26]([C:27](=[O:28])[c:29]2[cH:30][cH:31][cH:32][cH:33][cH:34]2)[cH:35]1.